Dataset: the Open Reaction Database (ORD), a public repository of structured organic reaction records. Task: describe an organic reaction: reactants, conditions, products, and yield The reactants are NC1=C(C=CC=C1[N+](=O)[O-])CCO (2-(2-amino-3-nitrophenyl)ethanol), [H][H] (hydrogen). The reagents and catalysts are [Pd] (palladium on carbon). The solvent is C(C)O (ethanol). Product: NC1=C(C=CC=C1N)CCO (2-(2,3-diaminophenyl)ethanol). As a reaction SMILES: [NH2:1][C:2]1[C:7]([N+:8]([O-])=O)=[CH:6][CH:5]=[CH:4][C:3]=1[CH2:11][CH2:12][OH:13].[H][H]>[Pd].C(O)C>[NH2:1][C:2]1[C:7]([NH2:8])=[CH:6][CH:5]=[CH:4][C:3]=1[CH2:11][CH2:12][OH:13]. Procedure details: A suspension of 10% palladium on carbon (66 mg) and 2-(2-amino-3-nitrophenyl)ethanol [See Seno, Kaoru; Hagishita, Sanji; Sato, Tomohiro; Kuriyama, Kaoru; J. Chem. Soc. Perkin Trans. 1; 2012 (1984) for the synthesis of this reagent] (531.5 mg, 2.92 mmol) in absolute ethanol (50 mL) was shaken under 40 psi hydrogen for 3 hours. After filtration and concentration, crude 2-(2,3-diaminophenyl)ethanol (474.4 mg) was obtained as a red oil, which crystallized on standing: Rf=0.08 (75% ethyl acetate in h...